From a dataset of the Open Reaction Database (ORD), a public repository of structured organic reaction records. describe an organic reaction: reactants, conditions, products, and yield The reactants are C1(CCCCC1)N (cyclohexylamine), [H-].[Na+] (Sodium hydride), ClC1=NC=C(C=C1)[N+](=O)[O-] (2-chloro-5-nitropyridine). The solvent is O1CCCC1 (tetrahydrofuran), hexanes. Run at temperature 22 celsius, time 30 minute. The product is C1(CCCCC1)NC1=NC=C(C=C1)[N+](=O)[O-] (2-(Cyclohexylamino)-5-nitro-pyridine). As a reaction SMILES: [H-].[Na+].[CH:3]1([NH2:9])[CH2:8][CH2:7][CH2:6][CH2:5][CH2:4]1.Cl[C:11]1[CH:16]=[CH:15][C:14]([N+:17]([O-:19])=[O:18])=[CH:13][N:12]=1>O1CCCC1>[CH:3]1([NH:9][C:11]2[CH:16]=[CH:15][C:14]([N+:17]([O-:19])=[O:18])=[CH:13][N:12]=2)[CH2:8][CH2:7][CH2:6][CH2:5][CH2:4]1 |f:0.1|. Procedure details: Sodium hydride (60% dispersion in mineral oil, 1.99 g, 49.8 mmol) was washed 3× with hexanes then a solution of cyclohexylamine (3.8 mL, 33.2 mmol) dissolved in tetrahydrofuran (50 mL) was added. After stirring for 30 minutes at 22° C., 2-chloro-5-nitropyridine (5.00 g, 31.5 mmol) was added and the reaction mixture was heated to reflux for 3 hours. The solution was cooled to ambient temperature, quenched with saturated aqueous NH4Cl and concentrated in vacuo. The residue was redissolved in ethyl... Product: C1(=CC=CS1)C(=O)C1=CC=C(C(C(=O)OCCCCCCCC)C)C=C1 (octyl p-(2-thenoyl)hydratropate). Run in O (water), O (water), CN(P(=O)(N(C)C)N(C)C)C (hexamethylphosphoramide). Procedure details: To a stirred mixture of 5.2 parts of p-(2-thenoyl)hydratropic acid in 50 parts of dry hexamethylphosphoramide are added 0.86 parts of sodium hydride dispersion 55.3% and the whole is stirred for 1.5 hours. Then there are added 3.86 parts of octyl bromide and 0.01 parts of potassium iodide. Upon completion, stirring is continued for 18 hours at room temperature. The reaction mixture is poured onto benzene and the whole is shaken successively twice with water, twice with sodium hydroxide solution ... Conditions: time 1.5 hour. Starting materials: [OH-].[Na+] (sodium hydroxide), [H-].[Na+] (sodium hydride), C(CCCCCCC)Br (octyl bromide), [I-].[K+] (potassium iodide), C1(=CC=CS1)C(=O)C1=CC=C(C(C(=O)O)C)C=C1 (p-(2-thenoyl)hydratropic acid). As a reaction SMILES: [C:1]1([C:6]([C:8]2[CH:18]=[CH:17][C:11]([CH:12]([CH3:16])[C:13]([OH:15])=[O:14])=[CH:10][CH:9]=2)=[O:7])[S:5][CH:4]=[CH:3][CH:2]=1.[H-].[Na+].[CH2:21](Br)[CH2:22][CH2:23][CH2:24][CH2:25][CH2:26][CH2:27][CH3:28].[I-].[K+].[OH-].[Na+]>O.CN(C)P(N(C)C)(N(C)C)=O>[C:1]1([C:6]([C:8]2[CH:18]=[CH:17][C:11]([CH:12]([CH3:16])[C:13]([O:15][CH2:21][CH2:22][CH2:23][CH2:24][CH2:25][CH2:26][CH2:27][CH3:28])=[O:14])=[CH:10][CH:9]=2)=[O:7])[S:5][CH:4]=[CH:3][CH:2]=1 |f:1.2,4.5,6.7|.